From a dataset of the Open Reaction Database (ORD), a public repository of structured organic reaction records. describe an organic reaction: reactants, conditions, products, and yield Reactants: NC1=C(C=C(C=C1C)C)C(C)=O (2′-amino-3′,5′-dimethylacetophenone). The solvent is C(C1=CC=CC=C1)#N (benzonitrile). Yields the product C1(=CC=CC=C1)C(=O)C1=C(C(=CC(=C1)C)C)N (2-Amino-3,5-dimethylphenyl phenyl ketone). As a reaction SMILES: [NH2:1][C:2]1[C:7]([CH3:8])=[CH:6][C:5]([CH3:9])=[CH:4][C:3]=1[C:10](=[O:12])[CH3:11]>C(#N)C1C=CC=CC=1>[C:11]1([C:10]([C:3]2[CH:4]=[C:5]([CH3:9])[CH:6]=[C:7]([CH3:8])[C:2]=2[NH2:1])=[O:12])[CH:6]=[CH:7][CH:2]=[CH:3][CH:4]=1. Procedure details: 2-Amino-3,5-dimethylphenyl phenyl ketone was synthesized in the same fashion as for 2′-amino-3′,5′-dimethylacetophenone (Example 39) except that benzonitrile was used instead of acetonitrile. Starting materials: C1(=CC=CC=C1)COC(C1=CC(=CC(=C1)OCCCCCCCCCCCCCCCCCC)O)=O (3-hydroxy-5-(octadecyloxy)benzoic acid phenylmethyl ester), BrCCCCC(=O)OC (methyl 5-bromovalerate), C([O-])([O-])=O.[K+].[K+] (potassium carbonate), [I-].[Na+] (sodium iodide), CC(=O)C (acetone). The solvent is CN(C)C=O (DMF). The product is C1(=CC=CC=C1)COC(C1=CC(=CC(=C1)OCCCCC(=O)OC)OCCCCCCCCCCCCCCCCCC)=O (3-(octadecyloxy)-5-[(5-methoxy-5-oxopentyl)oxy]benzoic acid phenylmethyl ester). Isolated yield 92.5%. As a reaction SMILES: [C:1]1([CH2:7][O:8][C:9](=[O:36])[C:10]2[CH:15]=[C:14]([O:16][CH2:17][CH2:18][CH2:19][CH2:20][CH2:21][CH2:22][CH2:23][CH2:24][CH2:25][CH2:26][CH2:27][CH2:28][CH2:29][CH2:30][CH2:31][CH2:32][CH2:33][CH3:34])[CH:13]=[C:12]([OH:35])[CH:11]=2)[CH:6]=[CH:5][CH:4]=[CH:3][CH:2]=1.Br[CH2:38][CH2:39][CH2:40][CH2:41][C:42]([O:44][CH3:45])=[O:43].C(=O)([O-])[O-].[K+].[K+].[I-].[Na+].CC(C)=O>CN(C=O)C>[C:1]1([CH2:7][O:8][C:9](=[O:36])[C:10]2[CH:11]=[C:12]([O:35][CH2:38][CH2:39][CH2:40][CH2:41][C:42]([O:44][CH3:45])=[O:43])[CH:13]=[C:14]([O:16][CH2:17][CH2:18][CH2:19][CH2:20][CH2:21][CH2:22][CH2:23][CH2:24][CH2:25][CH2:26][CH2:27][CH2:28][CH2:29][CH2:30][CH2:31][CH2:32][CH2:33][CH3:34])[CH:15]=2)[CH:6]=[CH:5][CH:4]=[CH:3][CH:2]=1 |f:2.3.4,5.6|. Procedure: A mixture of 10.0 g (0.02 mol) of 3-hydroxy-5-(octadecyloxy)benzoic acid phenylmethyl ester, 4.3 ml (0.03 mol) of methyl 5-bromovalerate, 5.6 g (0.04 mol) of potassium carbonate and 3.0 g (0.02 mol) of sodium iodide in300 ml of acetone and 75 ml of DMF was stirred at reflux under argon for 40hours. The reaction mixture was filtered and the filtrate was concentrated at reduced pressure to a solid which was recrystallized from methylene chloride-methanol to give 11.3 g (92% yield, mp 40°-42°) of 3... Reactants: NC=1C(C2=CC=CC=C2C(C1Cl)=O)=O (2-amino-3-chloro-1,4-dihydro-1,4-dioxonaphthalene), nonahydrated sodium sulfide, FC1=CC=C(C=O)C=C1 (4-fluorobenzaldehyde), C(C)(=O)O (acetic acid), aqueous solution, S(=O)(=O)([O-])[O-].[Na+].[Na+] (sodium sulfate). The solvent is O (water). Product: O=C1C=2C=CC=CC2C(C2=C1N=C(S2)C2=CC=C(C=C2)F)=O (4,9-dihydro-4,9-dioxo-2-(4-fluorophenyl)naphtho[2,3-d]thiazole). Yield: 91.8%. RXN SMILES: [NH2:1][C:2]1[C:3](=[O:14])[C:4]2[C:9]([C:10](=[O:13])[C:11]=1Cl)=[CH:8][CH:7]=[CH:6][CH:5]=2.[S:15]([O-])([O-])(=O)=O.[Na+].[Na+].[F:22][C:23]1[CH:30]=[CH:29][C:26]([CH:27]=O)=[CH:25][CH:24]=1.C(O)(=O)C>O>[O:14]=[C:3]1[C:2]2[N:1]=[C:27]([C:26]3[CH:29]=[CH:30][C:23]([F:22])=[CH:24][CH:25]=3)[S:15][C:11]=2[C:10](=[O:13])[C:9]2[CH:8]=[CH:7][CH:6]=[CH:5][C:4]1=2 |f:1.2.3|. Reported procedure: To a suspension of 5.0 g (24 mmol) of 2-amino-3-chloro-1,4-dihydro-1,4-dioxonaphthalene in 130 mL of water, 8.4 g (35 mmol) of nonahydrated sodium sulfide are added. The reaction mixture is heated to reflux for 20 min, then 50 mL of an aqueous solution containing 1.0 g of sodium sulfate are added. The color of the medium changes completely to blue. 2.60 mL (24 mmol) of 4-fluorobenzaldehyde and 6.36 mL of glacial acetic acid are added successively. After 1 h of reflux, the greenish precipitate ob... The reactants are ClC1=CN(C2=CC=C(C=C12)C1=NOC(=N1)C1=CC(=C(C=C1)OCCC)Cl)CCC(=O)OCC (Ethyl 3-(3-chloro-5-{5-[3-chloro-4-(propyloxy)phenyl]-1,2,4-oxadiazol-3-yl}-1H-indol-1-yl)propanoate), [OH-].[Na+] (NaOH). Solvent: C(C)O (ethanol). Run at temperature 50 celsius. The product is ClC1=CN(C2=CC=C(C=C12)C1=NOC(=N1)C1=CC(=C(C=C1)OCCC)Cl)CCC(=O)[O-].[Na+] (Sodium 3-(3-chloro-5-{5-[3-chloro-4-(propyloxy)phenyl]-1,2,4-oxadiazol-3-yl}-1H-indol-1-yl)propanoate). RXN SMILES: [Cl:1][C:2]1[C:10]2[C:5](=[CH:6][CH:7]=[C:8]([C:11]3[N:15]=[C:14]([C:16]4[CH:21]=[CH:20][C:19]([O:22][CH2:23][CH2:24][CH3:25])=[C:18]([Cl:26])[CH:17]=4)[O:13][N:12]=3)[CH:9]=2)[N:4]([CH2:27][CH2:28][C:29]([O:31]CC)=[O:30])[CH:3]=1.[OH-].[Na+:35]>C(O)C>[Cl:1][C:2]1[C:10]2[C:5](=[CH:6][CH:7]=[C:8]([C:11]3[N:15]=[C:14]([C:16]4[CH:21]=[CH:20][C:19]([O:22][CH2:23][CH2:24][CH3:25])=[C:18]([Cl:26])[CH:17]=4)[O:13][N:12]=3)[CH:9]=2)[N:4]([CH2:27][CH2:28][C:29]([O-:31])=[O:30])[CH:3]=1.[Na+:35] |f:1.2,4.5|. Procedure: To ethyl 3-(3-chloro-5-{5-[3-chloro-4-(propyloxy)phenyl]-1,2,4-oxadiazol-3-yl}-1H-indol-1-yl)propanoate (D101) (120 mg, 2.5 mmol) in ethanol (10 ml) was added 2N NaOH (2 ml) and the mixture heated at 50° C. for 30 minutes. Evaporated off the ethanol and filtered off the white solid which had precipitated out of the remaining solution. Mass of title compound obtained on drying was 85 mg. δH (400 MHz, d6-DMSO) 1.03 (3H, t), 1.77-1.86 (2H, m), 2.34 (2H, t), 4.17 (2H, t), 4.35 (2H, t), 7.40 (1H, d),... Starting materials: C (charcoal), Pt, Bi, C(C)P(O)(=O)CCCO (ethyl-3-hydroxypropylphosphinic acid), [OH-].[Na+] (NaOH), [OH-].[Na+] (NaOH). Solvent: O (water). Conditions: temperature 70 celsius. The product is [Na+].C(C)P(=O)(CCC(=O)[O-])O (3-(ethylhydroxyphosphinyl)propionic acid sodium salt). Isolated yield 93.0%. Reaction SMILES: [CH2:1]([P:3]([CH2:6][CH2:7][CH2:8][OH:9])(=[O:5])[OH:4])[CH3:2].[OH-:10].[Na+:11].C>O>[Na+:11].[CH2:1]([P:3]([OH:4])([CH2:6][CH2:7][C:8]([O-:10])=[O:9])=[O:5])[CH3:2] |f:1.2,5.6|. Procedure details: 15.2 g (0.1 mol) of ethyl-3-hydroxypropylphosphinic acid (produced as in Example 5) are dissolved in 150 ml of water and adjusted to pH 9 with 2N NaOH solution. Then, 0.45 g of charcoal with 5% Pt and 1% Bi is added, the suspension is heated to 70° C. and air is passed through the suspension at 10 l/h. All the while, the pH of the suspension is maintained at pH=9 by adding 2N NaOH in solution. After the reaction is ended, the reaction solution is filtered to remove the catalyst, the filter resid...